Dataset: the Open Reaction Database (ORD), a public repository of structured organic reaction records. Task: describe an organic reaction: reactants, conditions, products, and yield The product is C(C1=CC=CC=C1)C1CCN(CC1)CCCC1=NN=C2N1CCCCC2 (3-(3-(4-benzylpiperidin-1-yl)propyl)-6,7,8,9-tetrahydro-5H-1,2,4-triazolo[4,3-a]azepine). Solvent: C(C)N(CC)CC (Triethylamine), O (water), CN(C=O)C (dimethylformamide). Reaction SMILES: CS(Cl)(=O)=O.O[CH2:7][CH2:8][CH2:9][C:10]1[N:14]2[CH2:15][CH2:16][CH2:17][CH2:18][CH2:19][C:13]2=[N:12][N:11]=1.[CH2:20]([CH:27]1[CH2:32][CH2:31][NH:30][CH2:29][CH2:28]1)[C:21]1[CH:26]=[CH:25][CH:24]=[CH:23][CH:22]=1.C(=O)([O-])[O-].[K+].[K+].[I-].[K+]>CN(C)C=O.O.C(N(CC)CC)C>[CH2:20]([CH:27]1[CH2:32][CH2:31][N:30]([CH2:7][CH2:8][CH2:9][C:10]2[N:14]3[CH2:15][CH2:16][CH2:17][CH2:18][CH2:19][C:13]3=[N:12][N:11]=2)[CH2:29][CH2:28]1)[C:21]1[CH:26]=[CH:25][CH:24]=[CH:23][CH:22]=1 |f:3.4.5,6.7|. Reported procedure: Triethylamine (1.4 ml) and methanesulfonyl chloride (0.62 ml) were added to a solution of 3-(3-hydroxypropyl)-6,7,8,9-tetrahydro-5H-1,2,4-triazolo[4,3-a]azepine (0.98 g) obtained in the same manner as in Example 4 in dimethylformamide (20 ml) with stirring. Then, 4-benzylpiperidine (0.88 g), potassium carbonate (1.38 g) and potassium iodide (0.83 g) were added and the mixture was stirred for 4 hours at 60° C. After the completion of the reaction, the reaction mixture was poured into water, extra... Reactants: CS(=O)(=O)Cl (methanesulfonyl chloride), OCCCC1=NN=C2N1CCCCC2 (3-(3-hydroxypropyl)-6,7,8,9-tetrahydro-5H-1,2,4-triazolo[4,3-a]azepine), C(C1=CC=CC=C1)C1CCNCC1 (4-benzylpiperidine), C([O-])([O-])=O.[K+].[K+] (potassium carbonate), [I-].[K+] (potassium iodide). The reactants are CCCCN, NS(=O)(=O)c1ncccc1F, C1CCOC1. Product: CCCCNc1cccnc1S(N)(=O)=O. RXN SMILES: [CH2:1]([CH2:2][CH2:3][CH3:4])[NH2:5].[F:6][c:7]1[c:8]([S:13](=[O:14])(=[O:15])[NH2:16])[n:9][cH:10][cH:11][cH:12]1.[O:17]1[CH2:18][CH2:19][CH2:20][CH2:21]1>>[CH2:1]([CH2:2][CH2:3][CH3:4])[NH:5][c:7]1[c:8]([S:13](=[O:14])(=[O:15])[NH2:16])[n:9][cH:10][cH:11][cH:12]1. Starting materials: O=S(=O)(O)Cl, O, CCOC(=O)Cc1ccccc1. Product: CCOC(=O)Cc1ccc(S(=O)(=O)Cl)cc1. Reaction SMILES: [Cl:1][S:2](=[O:3])(=[O:4])[OH:5].[OH2:18].[c:6]1([CH2:12][C:13](=[O:14])[O:15][CH2:16][CH3:17])[cH:7][cH:8][cH:9][cH:10][cH:11]1>>[Cl:1][S:2](=[O:3])(=[O:5])[c:9]1[cH:8][cH:7][c:6]([CH2:12][C:13](=[O:14])[O:15][CH2:16][CH3:17])[cH:11][cH:10]1. The reactants are CNS(=O)(=O)Cl (methylsulfamoyl chloride), CNS(=O)(=O)Cl (methylsulfamoyl chloride), CNS(=O)(=O)Cl (methylsulfamoyl chloride), C1CC12NCCN(C2)C=2C1=C(N=CN2)NC=C1 (4-(4,7-diaza-spiro[2.5]oct-7-yl)-7H-pyrrolo[2,3-d]pyrimidine), C1CC12NCCN(C2)C=2C1=C(N=CN2)NC=C1 (4-(4,7-diaza-spiro[2.5]oct-7-yl)-7H-pyrrolo[2,3-d]pyrimidine), crude mixture, O (water). Run in CCOCC (Et2O), CCOCC (Et2O), CCOCC (Et2O), N1=CC=CC=C1 (pyridine). Run at time 1 hour. Yields the product CNS(=O)(=O)N1C2(CC2)CN(CC1)C=1C2=C(N=CN1)NC=C2 (7-(7H-Pyrrolo[2,3-d]pyrimidin-4-yl)-4,7-diaza-spiro[2.5]octane-4-sulfonic acid methylamide). Reaction SMILES: [CH2:1]1[C:3]2([CH2:8][N:7]([C:9]3[C:10]4[CH:17]=[CH:16][NH:15][C:11]=4[N:12]=[CH:13][N:14]=3)[CH2:6][CH2:5][NH:4]2)[CH2:2]1.[CH3:18][NH:19][S:20](Cl)(=[O:22])=[O:21].O>N1C=CC=CC=1.CCOCC>[CH3:18][NH:19][S:20]([N:4]1[CH2:5][CH2:6][N:7]([C:9]2[C:10]3[CH:17]=[CH:16][NH:15][C:11]=3[N:12]=[CH:13][N:14]=2)[CH2:8][C:3]21[CH2:1][CH2:2]2)(=[O:22])=[O:21]. Procedure details: To 4-(4,7-Diaza-spiro[2.5]oct-7-yl)-7H-pyrrolo[2,3-d]pyrimidine (2 g, 8.7 mmol) (intermediate 21) in dry pyridine (100 mL) was cooled to 0° C. and dropwise added a solution of commercial available methylsulfamoyl chloride (419 mg, 8.7 mmol) in dry Et2O (5 mL). After complete addition, the reaction mixture was allowed to warm up to rt and was afterwards stirred at rt for 1 h. An additional equivalent of methylsulfamoyl chloride (419 mg, 8.7 mmol) in dry Et2O (5 mL) was added and after additional ... Starting materials: COC([C@@H](N)CC1=CNC2=CC=CC=C12)=O (racemic tryptophan methyl ester), CC1=CC=C(S1)C=O (5-methyl-2-thiophenecarboxaldehyde). Yields the product CC1=CC=C(S1)C1NC(CC2=C1NC1=CC=CC=C21)C(=O)OC (Methyl 1,2,3,4-tetrahydro-1-(5-methyl-2-thienyl)-9H-pyrido [3,4-b]indole-3-carboxylate). Reaction SMILES: [CH3:1][O:2][C:3](=[O:16])[C@H:4]([CH2:6][C:7]1[C:15]2[C:10](=[CH:11][CH:12]=[CH:13][CH:14]=2)[NH:9][CH:8]=1)[NH2:5].[CH3:17][C:18]1[S:22][C:21]([CH:23]=O)=[CH:20][CH:19]=1>>[CH3:23][C:21]1[S:22][C:18]([CH:17]2[C:8]3[NH:9][C:10]4[C:15]([C:7]=3[CH2:6][CH:4]([C:3]([O:2][CH3:1])=[O:16])[NH:5]2)=[CH:14][CH:13]=[CH:12][CH:11]=4)=[CH:19][CH:20]=1. Procedure details: The same method but starting from racemic tryptophan methyl ester and 5-methyl-2-thiophenecarboxaldehyde gave the cis and trans isomers of the title compound. The reactants are solution, C(CCC)[Li] (n-butyl lithium), CCCCCC (hexane), C(C)(C)(C)N (t-Butylamine), C1(=CC=CCC1)C(=O)OC (methyl 1,3-cyclohexadiene-1-carboxylate). Reaction SMILES: [C:1]([NH2:5])([CH3:4])([CH3:3])[CH3:2].C([Li])CCC.CCCCCC.[C:17]1([C:23](OC)=[O:24])[CH2:22][CH2:21][CH:20]=[CH:19][CH:18]=1>C1COCC1.O>[C:1]([NH:5][C:23]([C:17]1[CH2:22][CH2:21][CH:20]=[CH:19][CH:18]=1)=[O:24])([CH3:4])([CH3:3])[CH3:2]. Yield: 33471.2%. The product is C(C)(C)(C)NC(=O)C1=CC=CCC1 (1,3-cyclohexadiene-1-carboxylic acid t-butylamide). Procedure details: t-Butylamine (2.38 g, 0.033 mmol) was dissolved in THF (20 ml), 1.6M solution of n-butyl lithium in hexane (20 ml, 0.032 mol) was added thereto at 0° C. and the mixture was stirred as it was for 40 minutes. A solution of methyl 1,3-cyclohexadiene-1-carboxylate (3 g, 0.0217 mol) synthesized in Example 12 in THF (3 ml) was added dropwise and the solution was further stirred for 30 minutes. The reaction mixture was poured in water, extracted with methylene chloride and dried over anhydrous sodium s... Reaction conditions: temperature 0 celsius, time 40 minute. Solvent: O (water), C1CCOC1 (THF), C1CCOC1 (THF). Reactants: Grignard reagent, CC(C=O)=CCC (2-methyl-2-pentenal), [Mg] (magnesium), C(C(C)C)Br (isobutyl bromide). Solvent: CCOCC (ether), CCOCC (ether), CCOCC (ether). The product is CC(=CCC)C(CC(C)C)O (4,7-dimethyl-3-octen-5-ol). RXN SMILES: [Mg].[CH2:2](Br)[CH:3]([CH3:5])[CH3:4].[CH3:7][C:8](=[CH:11][CH2:12][CH3:13])[CH:9]=[O:10]>CCOCC>[CH3:7][C:8]([CH:9]([OH:10])[CH2:2][CH:3]([CH3:5])[CH3:4])=[CH:11][CH2:12][CH3:13]. Procedure details: A Grignard reagent, prepared by reacting 11.8 g (0.49 g atom) of magnesium in 50 ml of ether and 67.13 g (0.49 mol) of isobutyl bromide in 250 ml of ether, is reacted with 40.0 g (0.41 mol) of 2-methyl-2-pentenal in 100 ml of ether in a manner analogous to Example 5. Fractional distillation of the crude product (94 g) over a 20 cm Widmer column give 44.4 g (69.4%) of olfactorily good 4,7-dimethyl-3-octen-5-ol of boiling point 47°-48° C./0.04 mm Hg.